This data is from the Open Reaction Database (ORD), a public repository of structured organic reaction records. The task is: describe an organic reaction: reactants, conditions, products, and yield Reactants: C=CCC1CCC(=O)CC1c1ccc(C(C)(C)CCCCCC)cc1OCc1ccccc1, CCCCC, [Na+], [OH-], O, OCCO, Cc1ccc(S(=O)(=O)O)cc1, c1ccccc1. Product: C=CCC1CCC2(CC1c1ccc(C(C)(C)CCCCCC)cc1OCc1ccccc1)OCCO2. As a reaction SMILES: [CH2:1]([c:2]1[cH:3][cH:4][cH:5][cH:6][cH:7]1)[O:8][c:9]1[c:10]([CH:24]2[CH2:25][C:26](=[O:33])[CH2:27][CH2:28][CH:29]2[CH2:30][CH:31]=[CH2:32])[cH:11][cH:12][c:13]([C:15]([CH2:16][CH2:17][CH2:18][CH2:19][CH2:20][CH3:21])([CH3:22])[CH3:23])[cH:14]1.[CH3:52][CH2:53][CH2:54][CH2:55][CH3:56].[Na+:51].[OH-:50].[OH2:38].[OH:34][CH2:35][CH2:36][OH:37].[c:39]1([CH3:40])[cH:41][cH:42][c:43]([S:44]([OH:45])(=[O:46])=[O:47])[cH:48][cH:49]1.[cH:57]1[cH:58][cH:59][cH:60][cH:61][cH:62]1>>[CH2:1]([c:2]1[cH:3][cH:4][cH:5][cH:6][cH:7]1)[O:8][c:9]1[c:10]([CH:24]2[CH2:25][C:26]3([CH2:27][CH2:28][CH:29]2[CH2:30][CH:31]=[CH2:32])[O:33][CH2:36][CH2:35][O:34]3)[cH:11][cH:12][c:13]([C:15]([CH2:16][CH2:17][CH2:18][CH2:19][CH2:20][CH3:21])([CH3:22])[CH3:23])[cH:14]1.